Dataset: the Open Reaction Database (ORD), a public repository of structured organic reaction records. Task: describe an organic reaction: reactants, conditions, products, and yield The reactants are C(C)(C)(C)OC(=O)N1CCC(CC1)COC=1C=C(C=C(C1)C)OS(=O)(=O)C1=C(C=CC=C1)Cl (2-Chlorobenzenesulfonic acid 3-[[N-(tert-butoxycarbonyl)piperidin-4-yl]methoxy]-5-methylphenyl ester), Cl (HCl). The solvent is O1CCOCC1 (1,4-dioxane). The product is N1CCC(CC1)COC=1C=C(C=C(C1)C)OS(=O)(=O)C1=C(C=CC=C1)Cl (2-Chlorobenzenesulfonic Acid 3-[(piperidin-4-yl)methoxy]-5-methylphenyl Ester). Isolated yield 96.0%. RXN SMILES: C(OC([N:8]1[CH2:13][CH2:12][CH:11]([CH2:14][O:15][C:16]2[CH:17]=[C:18]([O:23][S:24]([C:27]3[CH:32]=[CH:31][CH:30]=[CH:29][C:28]=3[Cl:33])(=[O:26])=[O:25])[CH:19]=[C:20]([CH3:22])[CH:21]=2)[CH2:10][CH2:9]1)=O)(C)(C)C.Cl>O1CCOCC1>[NH:8]1[CH2:13][CH2:12][CH:11]([CH2:14][O:15][C:16]2[CH:17]=[C:18]([O:23][S:24]([C:27]3[CH:32]=[CH:31][CH:30]=[CH:29][C:28]=3[Cl:33])(=[O:25])=[O:26])[CH:19]=[C:20]([CH3:22])[CH:21]=2)[CH2:10][CH2:9]1. Procedure: 2-Chlorobenzenesulfonic acid 3-[[N-(tert-butoxycarbonyl)piperidin-4-yl]methoxy]-5-methylphenyl ester (745 mg, 1.5 mmol), as prepared in the preceding step, was treated with 4 N HCl in 1,4-dioxane (20 mL) at room temperature for 2 h. The solvent was removed in vacuo and the residue was purified by flash column chromatography (10% methanol in methylene chloride saturated with NH3) to give the title compound as a colorless syrup (570 mg, 95%). 1H-NMR (300 MHz, CDCl3) δ 1.45 (m, 1 H), 1.94 (m, 3 H),... Reactants: nitro, ( II ), Cl (HCl), FC(C(=O)[O-])(F)F.[K+] (potassium trifluoroacetate), [N+](=O)([O-])C1=CC(=CC(=C1)[N+](=O)[O-])[N+](=O)[O-] (1,3,5-trinitrobenzene), Meisenheimer complex, C(C)(C)(C)OCl (tert-butylhypochlorite). The solvent is CS(=O)C (dimethylsulfoxide), CN(C=O)C (N,N-dimethylformamide), CN(C=O)C (DMF). Product: FC(C1=C(C=C(C=C1[N+](=O)[O-])[N+](=O)[O-])[N+](=O)[O-])(F)F (1-trifluoromethyl2,4,6-trinitrobenzene). Isolated yield 40.0%. As a reaction SMILES: [F:1][C:2]([F:7])([F:6])[C:3]([O-])=O.[K+].[N+:9]([C:12]1[CH:17]=[C:16]([N+:18]([O-:20])=[O:19])C=[C:14]([N+:21]([O-:23])=[O:22])[CH:13]=1)([O-:11])=[O:10].C(OCl)(C)(C)C.Cl>CN(C)C=O.CS(C)=O>[F:1][C:2]([F:7])([F:6])[C:3]1[C:16]([N+:18]([O-:20])=[O:19])=[CH:17][C:12]([N+:9]([O-:11])=[O:10])=[CH:13][C:14]=1[N+:21]([O-:23])=[O:22] |f:0.1|. Procedure details: A mixture of potassium trifluoroacetate (210 mg, 1.4 mmol and 1,3,5-trinitrobenzene (100 mg, 0.47 mmol) in one mL of N,N-dimethylformamide (DMF) or in one mL of dimethylsulfoxide (DMSO) was heated at 150° C. for one hour. A deep red solution of a Meisenheimer complex of formula (II) above (Z=nitro; Q=trifluoromethyl; R and R'=H; M=K; and n=1) was obtained. The structure of the complex was verified by NMR spectroscopy. Oxidation of a DMF solution of this complex by dropwise addition of tert-butyl... Starting materials: C(C1=CC=CC=C1)N1CC2C(CCC(C2C1)=O)(C1=CC=CC=C1)C1=CC=CC=C1 ((3aRS,7aRS)-2-Benzyl-7,7-diphenylperhydro-4-isoindolone), Cl (hydrochloric acid), C (charcoal). Run in CO (methanol). Product: Cl.C1(=CC=CC=C1)C1(CCC(C2CNCC12)=O)C1=CC=CC=C1 ((3aRS,7aRS)-7,7-Diphenylperhydro-4-isoindolone hydrochloride). As a reaction SMILES: C([N:8]1[CH2:16][CH:15]2[CH:10]([C:11]([C:24]3[CH:29]=[CH:28][CH:27]=[CH:26][CH:25]=3)([C:18]3[CH:23]=[CH:22][CH:21]=[CH:20][CH:19]=3)[CH2:12][CH2:13][C:14]2=[O:17])[CH2:9]1)C1C=CC=CC=1.[ClH:30].C>CO>[ClH:30].[C:24]1([C:11]2([C:18]3[CH:23]=[CH:22][CH:21]=[CH:20][CH:19]=3)[CH:10]3[CH:15]([CH2:16][NH:8][CH2:9]3)[C:14](=[O:17])[CH2:13][CH2:12]2)[CH:25]=[CH:26][CH:27]=[CH:28][CH:29]=1 |f:4.5|. Reported procedure: (3aRS,7aRS)-2-Benzyl-7,7-diphenylperhydro-4-isoindolone (150 g), methanol (1500 cc) and 1N hydrochloric acid (450 cc) are added to palladinized charcoal (10% palladium) (15 g); the reaction mixture is hydrogenated with stirring at room temperature and at atmospheric pressure. After 5 hours' reaction, the theoretical volume of hydrogen has been absorbed; the reaction mixture is filtered, then concentrated to dryness under reduced pressure (2.7 kPa); the residue is crystallized in ethanol (200 cc)... Yields the product COC1=CC=C(C=C1)C1=NN=C2N1N=C(C1=CC=CC=C21)OC2C(NCC2)=O (3-[[3-(4-methoxyphenyl)-1,2,4-triazolo[3,4-a]phthalazin-6-yl]oxy]-2-pyrrolidinone). As a reaction SMILES: [OH:1][C:2]1[C:11]2[C:6](=[CH:7][CH:8]=[CH:9][CH:10]=2)[C:5]2=[N:12][N:13]=[C:14]([C:15]3[CH:20]=[CH:19][C:18]([O:21][CH3:22])=[CH:17][CH:16]=3)[N:4]2[N:3]=1.[H-].[Na+].Br[CH:26]1[CH2:30][CH2:29][NH:28][C:27]1=[O:31].O>CN(C)C=O>[CH3:22][O:21][C:18]1[CH:19]=[CH:20][C:15]([C:14]2[N:4]3[N:3]=[C:2]([O:1][CH:26]4[CH2:30][CH2:29][NH:28][C:27]4=[O:31])[C:11]4[C:6]([C:5]3=[N:12][N:13]=2)=[CH:7][CH:8]=[CH:9][CH:10]=4)=[CH:16][CH:17]=1 |f:1.2|. Run in CN(C=O)C (N,N-dimethylformamide). The yield is 82.0%. Reaction conditions: time 2 hour. The reactants are OC1=NN2C(C3=CC=CC=C13)=NN=C2C2=CC=C(C=C2)OC (6-Hydroxy-3-(4-methoxyphenyl)-1,2,4-triazolo[3,4-a]phthalazine), BrC1C(NCC1)=O (3-bromo-2-pyrrolidone), [H-].[Na+] (sodium hydride), oil, O (water). Reported procedure: 6-Hydroxy-3-(4-methoxyphenyl)-1,2,4-triazolo[3,4-a]phthalazine, (9.8 g), is suspended in N,N-dimethylformamide (100 ml) and added of 50% sodium hydride in mineral oil (1.7 g). The mixture is heated to 50°-60° C. and stirred for about 2 hours. After cooling to room temperature the mixture is added portionwise with 3-bromo-2-pyrrolidone (5.5 g). [This product is prepared according to F. Korte, H. Wanholf, Ber. 97, 1976 (1964)]. Then stirring is continued for about 5 hours at a temperature of about... Yields the product ClC1=C(C(=C2N=C(C(=NC2=C1)OC)OC)NS(=O)(=O)C)CC (N-(7-Chloro-6-ethyl-2,3-dimethoxyquinoxalin-5-yl)methanesulphonamide). RXN SMILES: [NH2:1][C:2]1[C:11]([CH2:12][CH3:13])=[C:10]([Cl:14])[CH:9]=[C:8]2[C:3]=1[N:4]=[C:5]([O:17][CH3:18])[C:6]([O:15][CH3:16])=[N:7]2.[CH3:19][S:20](N)(=[O:22])=[O:21]>>[Cl:14][C:10]1[CH:9]=[C:8]2[C:3]([N:4]=[C:5]([O:17][CH3:18])[C:6]([O:15][CH3:16])=[N:7]2)=[C:2]([NH:1][S:20]([CH3:19])(=[O:22])=[O:21])[C:11]=1[CH2:12][CH3:13]. Reactants: NC1=C2N=C(C(=NC2=CC(=C1CC)Cl)OC)OC (5-Amino-7-chloro-6-ethyl-2,3-dimethoxyquinoxaline), CS(=O)(=O)N (methane sulphonamide). Reported procedure: 5-Amino-7-chloro-6-ethyl-2,3-dimethoxyquinoxaline was converted to the methane sulphonamide derivative by the method of step (g) above. The product was obtained in 47% yield. Yield: 47.0%. Reactants: O=C([O-])O, CN1CCCC1=O, FC(F)(F)c1ccccc1-c1nc(Cl)cc(C2CC2)n1, [Na+], O, Nc1n[nH]c2ncccc12. Yields the product FC(F)(F)c1ccccc1-c1nc(Nc2n[nH]c3ncccc23)cc(C2CC2)n1. As a reaction SMILES: [C:32](=[O:33])([OH:34])[O-:35].[CH3:37][N:38]1[CH2:39][CH2:40][CH2:41][C:42]1=[O:43].[Cl:1][c:2]1[n:3][c:4](-[c:11]2[c:12]([C:17]([F:18])([F:19])[F:20])[cH:13][cH:14][cH:15][cH:16]2)[n:5][c:6]([CH:8]2[CH2:9][CH2:10]2)[cH:7]1.[Na+:36].[OH2:31].[nH:21]1[n:22][c:23]([NH2:30])[c:24]2[c:25]1[n:26][cH:27][cH:28][cH:29]2>>[c:2]1([NH:30][c:23]2[n:22][nH:21][c:25]3[c:24]2[cH:29][cH:28][cH:27][n:26]3)[n:3][c:4](-[c:11]2[c:12]([C:17]([F:18])([F:19])[F:20])[cH:13][cH:14][cH:15][cH:16]2)[n:5][c:6]([CH:8]2[CH2:9][CH2:10]2)[cH:7]1. Starting materials: CC(C)(C)OC(=O)N(CCOc1cc(Cl)cc(C(=O)O)c1)c1ccncc1, CN(C)c1ccncc1, CCN(C(C)C)C(C)C, O=C(Cl)C(=O)Cl, ClCCl, Fc1cccc(NCCCn2ncnn2)c1, CN(C)C=O. The product is CC(C)(C)OC(=O)N(CCOc1cc(Cl)cc(C(=O)N(CCCn2ncnn2)c2cccc(F)c2)c1)c1ccncc1. Reaction SMILES: [C:7]([CH3:8])([CH3:9])([CH3:10])[O:11][C:12](=[O:13])[N:14]([CH2:15][CH2:16][O:17][c:18]1[cH:19][c:20]([C:21](=[O:22])[OH:23])[cH:24][c:25]([Cl:27])[cH:26]1)[c:28]1[cH:29][cH:30][n:31][cH:32][cH:33]1.[CH3:67][N:68]([c:69]1[cH:70][cH:71][n:72][cH:73][cH:74]1)[CH3:75].[CH:34]([N:35]([CH2:36][CH3:37])[CH:38]([CH3:39])[CH3:40])([CH3:41])[CH3:42].[Cl:1][C:2]([C:3]([Cl:4])=[O:5])=[O:6].[Cl:59][CH2:60][Cl:61].[F:43][c:44]1[cH:45][c:46]([NH:50][CH2:51][CH2:52][CH2:53][n:54]2[n:55][cH:56][n:57][n:58]2)[cH:47][cH:48][cH:49]1.[O:62]=[CH:63][N:64]([CH3:65])[CH3:66]>>[C:7]([CH3:8])([CH3:9])([CH3:10])[O:11][C:12](=[O:13])[N:14]([CH2:15][CH2:16][O:17][c:18]1[cH:19][c:20]([C:21](=[O:23])[N:50]([c:46]2[cH:45][c:44]([F:43])[cH:49][cH:48][cH:47]2)[CH2:51][CH2:52][CH2:53][n:54]2[n:55][cH:56][n:57][n:58]2)[cH:24][c:25]([Cl:27])[cH:26]1)[c:28]1[cH:29][cH:30][n:31][cH:32][cH:33]1. The reactants are C(C1=CC=CC=C1)OC(NCC=1NC(C2=C(N1)N=CC=C2)=O)=O ((4-Oxo-3,4-dihydro-pyrido[2,3-d]pyrimidin-2-ylmethyl)-carbamic acid benzyl ester), CC(C)(C)OC (TBME). The solvent is Br (HBr). Product: NCC=1NC(C2=C(N1)N=CC=C2)=O (2-aminomethyl-3H-pyrido[2,3-d]pyrimidin-4-one). RXN SMILES: C(OC(=O)[NH:10][CH2:11][C:12]1[NH:13][C:14](=[O:22])[C:15]2[CH:21]=[CH:20][CH:19]=[N:18][C:16]=2[N:17]=1)C1C=CC=CC=1.CC(OC)(C)C>Br>[NH2:10][CH2:11][C:12]1[NH:13][C:14](=[O:22])[C:15]2[CH:21]=[CH:20][CH:19]=[N:18][C:16]=2[N:17]=1. Procedure: (4-Oxo-3,4-dihydro-pyrido[2,3-d]pyrimidin-2-ylmethyl)-carbamic acid benzyl ester (383 mg, 1.23 mmol) in HBr (33% in acetic acid, 4 ml) was stirred for 2 h at ambient temperature. TBME (15 ml) was added and the precipitated solid was filtrated and washed with TBME to yield a salt of 2-aminomethyl-3H-pyrido[2,3-d]pyrimidin-4-one (0.1 CH3CO2H, 2.03 HBr) as white solid, MS: 176 [M+], which was subjected to the next reaction without further purification. Reactants: CCOC(=O)c1cnc2nc(C)c(OCC)cc2c1Cl, CCOc1ccc(N)cn1. Product: Cl, CCOC(=O)c1cnc2nc(C)c(OCC)cc2c1Nc1ccc(OCC)nc1. As a reaction SMILES: [Cl:1][c:2]1[c:3]([C:16](=[O:17])[O:18][CH2:19][CH3:20])[cH:4][n:5][c:6]2[n:7][c:8]([CH3:15])[c:9]([O:12][CH2:13][CH3:14])[cH:10][c:11]12.[NH2:21][c:22]1[cH:23][cH:24][c:25]([O:28][CH2:29][CH3:30])[n:26][cH:27]1>>[ClH:1].[c:2]1([NH:21][c:22]2[cH:23][cH:24][c:25]([O:28][CH2:29][CH3:30])[n:26][cH:27]2)[c:3]([C:16](=[O:17])[O:18][CH2:19][CH3:20])[cH:4][n:5][c:6]2[n:7][c:8]([CH3:15])[c:9]([O:12][CH2:13][CH3:14])[cH:10][c:11]12.